From a dataset of the Open Reaction Database (ORD), a public repository of structured organic reaction records. describe an organic reaction: reactants, conditions, products, and yield Starting materials: CN(C1(CC1)C(=O)OC)C(=O)OCC1=CC=CC=C1 (Methyl 1-(methyl{[(phenylmethyl)oxy]carbonyl}amino)cyclopropanecarboxylate). The solvent is CO (MeOH). Product: CNC1(CC1)C(=O)OC (methyl 1-(methylamino)cyclopropanecarboxylate). The yield is 45.7%. As a reaction SMILES: [CH3:1][N:2](C(OCC1C=CC=CC=1)=O)[C:3]1([C:6]([O:8][CH3:9])=[O:7])[CH2:5][CH2:4]1>CO>[CH3:1][NH:2][C:3]1([C:6]([O:8][CH3:9])=[O:7])[CH2:5][CH2:4]1. Procedure: Methyl 1-(methyl{[(phenylmethyl)oxy]carbonyl}amino)cyclopropanecarboxylate (assumed 6.8 g, 25.91 mmol, 100% theoretical yield) was dissolved in 30 mL of MeOH, degassed and placed under argon. 10% Pd/C (2.04 g) was added, and the contents were thoroughly degassed and placed under a hydrogen balloon overnight. The contents were then degassed, and the Pd/C was removed by filtration through Celite, washing with MeOH. The filtrate was concentrated in vacuo to provide pure methyl 1-(methylamino)cyclop... The reactants are C1=C(C=CC=2C3=CC=CC=C3CC12)N1C2CC=CCC(C1=O)NC2=O (7-(9H-Fluoren-2-yl)-7,9-diaza-bicyclo[4.2.2]dec-3-ene-8,10-dione), CC(C)C[Al]CC(C)C (Dibal-H). Run in C1CCOC1 (THF), solution, C(C)OCC (diethyl ether). Conditions: temperature 130 celsius, time 8 hour. Product: C1=C(C=CC=2C3=CC=CC=C3CC12)N1C2CC=CCC(C1)NC2 (7-(9H-Fluoren-2-yl)-7,9-diaza-bicyclo[4.2.2]dec-3-ene). RXN SMILES: [CH:1]1[C:13]2[CH2:12][C:11]3[C:6](=[CH:7][CH:8]=[CH:9][CH:10]=3)[C:5]=2[CH:4]=[CH:3][C:2]=1[N:14]1[C:21](=O)[CH:20]2[NH:23][C:24](=O)[CH:15]1[CH2:16][CH:17]=[CH:18][CH2:19]2.CC(C[Al]CC(C)C)C>C1COCC1.C(OCC)C>[CH:1]1[C:13]2[CH2:12][C:11]3[C:6](=[CH:7][CH:8]=[CH:9][CH:10]=3)[C:5]=2[CH:4]=[CH:3][C:2]=1[N:14]1[CH2:21][CH:20]2[NH:23][CH2:24][CH:15]1[CH2:16][CH:17]=[CH:18][CH2:19]2 |^1:28|. Procedure details: 7-(9H-Fluoren-2-yl)-7,9-diaza-bicyclo[4.2.2]dec-3-ene-8,10-dione (310 mg, 0.94 mmol) in THF (4 mL) was placed in a μW tube. Dibal-H (4 mL, 4 mmol, [1M] in THF) was then added to the reaction mixture with venting under argon flow. When all H2 evolution was completed, the reaction mixture was heated to 130° C. for 900 sec. The reaction mixture was then diluted with a saturated Rochelle's solution (30 mL) and diethyl ether (30 mL) followed by stirring vigorously overnight. The layers were separated... Starting materials: FC(COC1=CC=C(N)C=C1)(C(F)F)F (4-(2,2,3,3-tetrafluoropropoxy)aniline), BrCCN1C(C=2C(C1=O)=CC=CC2)=O (N-(2-bromoethyl)phthalimide), C([O-])(O)=O.[K+] (potassium bicarbonate), [I-].[K+] (potassium iodide). Solvent: CN(C=O)C (N,N-dimethylformamide). Product: C1(C=2C(C(N1CCNC1=CC=C(C=C1)OCC(C(F)F)(F)F)=O)=CC=CC2)=O (N-(2-phthalimido)ethyl-4-(2,2,3,3-tetrafluoropropoxy)aniline). Yield: 41.1%. RXN SMILES: [F:1][C:2]([F:15])([CH:12]([F:14])[F:13])[CH2:3][O:4][C:5]1[CH:11]=[CH:10][C:8]([NH2:9])=[CH:7][CH:6]=1.Br[CH2:17][CH2:18][N:19]1[C:23](=[O:24])[C:22]2=[CH:25][CH:26]=[CH:27][CH:28]=[C:21]2[C:20]1=[O:29].C(=O)(O)[O-].[K+].[I-].[K+]>CN(C)C=O>[C:20]1(=[O:29])[N:19]([CH2:18][CH2:17][NH:9][C:8]2[CH:10]=[CH:11][C:5]([O:4][CH2:3][C:2]([F:15])([F:1])[CH:12]([F:13])[F:14])=[CH:6][CH:7]=2)[C:23](=[O:24])[C:22]2=[CH:25][CH:26]=[CH:27][CH:28]=[C:21]12 |f:2.3,4.5|. Reported procedure: A mixture of 4-(2,2,3,3-tetrafluoropropoxy)aniline (7.4 g), N-(2-bromoethyl)phthalimide (9.0 g), potassium bicarbonate (6.9 g), potassium iodide (5.5 g) and N,N-dimethylformamide (80 ml) are refluxed for 22 hours. The solvent was distilled off under reduced pressure. To the residue, ice-water (200 ml) and ethyl acetate (200 ml) were added and fractionated. The ethyl acetate layer was washed with water, dried over anhydrous magnesium sulfate and distilled off under reduced pressure. The residue w... Starting materials: C([O-])([O-])=O.[K+].[K+] (potassium carbonate), C(C)(=O)OCC=1OC2=C(C1)C(=CC=C2F)F (2-Acetoxymethyl-4,7-difluorobenzofuran), C(C)(=O)OCC (Ethyl acetate). Solvent: CO (methanol). Reaction conditions: time 2 hour. The product is FC1=CC=C(C2=C1C=C(O2)O)F (4,7-difluoro-2-hydroxybenzofuran). The yield is 84.9%. As a reaction SMILES: C(OC[C:6]1[O:7][C:8]2[C:14]([F:15])=[CH:13][CH:12]=[C:11]([F:16])[C:9]=2[CH:10]=1)(=O)C.C(=O)([O-])[O-:18].[K+].[K+].C(OCC)(=O)C>CO>[F:16][C:11]1[C:9]2[CH:10]=[C:6]([OH:18])[O:7][C:8]=2[C:14]([F:15])=[CH:13][CH:12]=1 |f:1.2.3|. Reported procedure: 2-Acetoxymethyl-4,7-difluorobenzofuran (252 mg) was dissolved in 5 ml methanol, 455 mg potassium carbonate was added thereto at room temperature, and the mixture was stirred for 2 hours at the same temperature. Ethyl acetate was added to the reaction solution, and the organic layer was washed with brine. It was dried over anhydrous magnesium sulfate and then evaporated, and the resulting residue was subjected to silica gel chromatography (developing solvent: 5% ethyl acetate/n-hexane) to give 16... Starting materials: NC1=C(CC2=CC(=C(C=C2)N2CC(N(S2(=O)=O)CC[Si](C)(C)C)=O)OCC2=CC=CC=C2)C=CC=C1 (5-[4-(2-aminobenzyl)-2-benzyloxyphenyl]-1,1-dioxo-2-(2-trimethylsilanylethyl)-1,2,5-thiadiazolidin-3-one), C(C)(=O)Cl (acetylchloride). Solvent: CCOC(=O)C (EtOAc), N1=CC=CC=C1 (pyridine). Run at time 30 minute. Yields the product C(C1=CC=CC=C1)OC=1C=C(CC2=C(C=CC=C2)NC(C)=O)C=CC1N1S(N(C(C1)=O)CC[Si](C)(C)C)(=O)=O (N-(2-{3-benzyloxy-4-[1,1,4-trioxo-5-(2-trimethylsilanylethyl)-1,2,5-thiadiazolidin-2-yl]-benzyl}-phenyl)-acetamide). As a reaction SMILES: [NH2:1][C:2]1[CH:36]=[CH:35][CH:34]=[CH:33][C:3]=1[CH2:4][C:5]1[CH:10]=[CH:9][C:8]([N:11]2[S:15](=[O:17])(=[O:16])[N:14]([CH2:18][CH2:19][Si:20]([CH3:23])([CH3:22])[CH3:21])[C:13](=[O:24])[CH2:12]2)=[C:7]([O:25][CH2:26][C:27]2[CH:32]=[CH:31][CH:30]=[CH:29][CH:28]=2)[CH:6]=1.[C:37](Cl)(=[O:39])[CH3:38]>N1C=CC=CC=1.CCOC(C)=O>[CH2:26]([O:25][C:7]1[CH:6]=[C:5]([CH:10]=[CH:9][C:8]=1[N:11]1[CH2:12][C:13](=[O:24])[N:14]([CH2:18][CH2:19][Si:20]([CH3:21])([CH3:22])[CH3:23])[S:15]1(=[O:16])=[O:17])[CH2:4][C:3]1[CH:33]=[CH:34][CH:35]=[CH:36][C:2]=1[NH:1][C:37](=[O:39])[CH3:38])[C:27]1[CH:32]=[CH:31][CH:30]=[CH:29][CH:28]=1. Procedure details: To a solution of 5-[4-(2-aminobenzyl)-2-benzyloxyphenyl]-1,1-dioxo-2-(2-trimethylsilanylethyl)-1,2,5-thiadiazolidin-3-one (Example 4, Step A) (250 mg, 0.478 mmol) in pyridine (1.5 mL) is added acetylchloride (41 mg, 0.525 mmol). The mixture is stirred at ambient temperature for 30 min., then diluted with EtOAc and washed with 0.5N HCl, saturated NaHCO3 and brine. It is then dried over Na2SO4/MgSO4, filtered and concentrated to afford N-(2-{3-benzyloxy-4-[1,1,4-trioxo-5-(2-trimethylsilanylethyl)-... Reactants: CCO, [H][H], Cc1nc2ccc(C=CC(=O)NS(=O)(=O)c3ccccc3)cc2n1Cc1ccccc1Cl. Product: Cc1nc2ccc(CCC(=O)NS(=O)(=O)c3ccccc3)cc2n1Cc1ccccc1Cl. Reaction SMILES: [CH3:35][CH2:36][OH:37].[H:33][H:34].[c:1]1([S:7](=[O:8])(=[O:9])[NH:10][C:11]([CH:12]=[CH:13][c:14]2[cH:15][cH:16][c:17]3[c:18]([n:19]([CH2:23][c:24]4[c:25]([Cl:30])[cH:26][cH:27][cH:28][cH:29]4)[c:20]([CH3:22])[n:21]3)[cH:31]2)=[O:32])[cH:2][cH:3][cH:4][cH:5][cH:6]1>>[c:1]1([S:7](=[O:8])(=[O:9])[NH:10][C:11]([CH2:12][CH2:13][c:14]2[cH:15][cH:16][c:17]3[c:18]([n:19]([CH2:23][c:24]4[c:25]([Cl:30])[cH:26][cH:27][cH:28][cH:29]4)[c:20]([CH3:22])[n:21]3)[cH:31]2)=[O:32])[cH:2][cH:3][cH:4][cH:5][cH:6]1. Reaction conditions: time 1 hour. Starting materials: COC=1C=C(C(=O)N2C(CC(C3=CC=CC=C23)N2CCCC3=CC(=CC=C23)OCCCCC(=O)O)C)C=CC1OC (5-[[1-[1-(3,4-Dimethoxybenzoyl)-2-methyl-1,2,3,4-tetrahydro-4-quinolinyl]-1,2,3,4-tetrahydro-6-quinolinyl]oxy]pentanoic aicd), C(C(=O)Cl)(=O)Cl (oxalyl chloride), CN(C)C=O (DMF), C(CC)N (propylamine). Yield: 24.3%. Yields the product COC=1C=C(C(=O)N2C(CC(C3=CC=CC=C23)N2CCCC3=CC(=CC=C23)OCCCCC(=O)NCCC)C)C=CC1OC (5-[[1-[1-(3,4-Dimethoxybenzoyl)-2-methyl-1,2,3,4-tetrahydro-4-quinolinyl]-1,2,3,4-tetrahydro-6-quinolinyl]oxy]-N-propylpentanamide). Reaction SMILES: [CH3:1][O:2][C:3]1[CH:4]=[C:5]([CH:37]=[CH:38][C:39]=1[O:40][CH3:41])[C:6]([N:8]1[C:17]2[C:12](=[CH:13][CH:14]=[CH:15][CH:16]=2)[CH:11]([N:18]2[C:27]3[C:22](=[CH:23][C:24]([O:28][CH2:29][CH2:30][CH2:31][CH2:32][C:33](O)=[O:34])=[CH:25][CH:26]=3)[CH2:21][CH2:20][CH2:19]2)[CH2:10][CH:9]1[CH3:36])=[O:7].C(Cl)(=O)C(Cl)=O.CN(C=O)C.[CH2:53]([NH2:56])[CH2:54][CH3:55]>C1COCC1.N1C=CC=CC=1.C(OCC)(=O)C>[CH3:1][O:2][C:3]1[CH:4]=[C:5]([CH:37]=[CH:38][C:39]=1[O:40][CH3:41])[C:6]([N:8]1[C:17]2[C:12](=[CH:13][CH:14]=[CH:15][CH:16]=2)[CH:11]([N:18]2[C:27]3[C:22](=[CH:23][C:24]([O:28][CH2:29][CH2:30][CH2:31][CH2:32][C:33]([NH:56][CH2:53][CH2:54][CH3:55])=[O:34])=[CH:25][CH:26]=3)[CH2:21][CH2:20][CH2:19]2)[CH2:10][CH:9]1[CH3:36])=[O:7]. Procedure: 5-[[1-[1-(3,4-Dimethoxybenzoyl)-2-methyl-1,2,3,4-tetrahydro-4-quinolinyl]-1,2,3,4-tetrahydro-6-quinolinyl]oxy]pentanoic acid (197 mg, 0.35 mmol) prepared in Example 95 was dissolved in THF (10 ml), to which oxalyl chloride (0.079 ml, 1.05 mmol) and DMF (0.1 ml) were then added on ice and stirred at room temperature for 1 hour. After the reaction mixture was concentrated, the residue was dissolved in pyridine (10 ml) on ice and propylamine (62 mg, 1.05 mmol) was added thereto, followed by stirrin... Run in C1CCOC1 (THF), N1=CC=CC=C1 (pyridine), C(C)(=O)OCC (ethyl acetate).